The task is: describe an organic reaction: reactants, conditions, products, and yield. This data is from the Open Reaction Database (ORD), a public repository of structured organic reaction records. The reactants are CCCCCCCCCCCCCC(=O)Cl, CN(C)c1ccccc1, CN(C)C=O, CC1NC(=O)NN=C1c1ccc(N)cc1. Product: CCCCCCCCCCCCCC(=O)Nc1ccc(C2=NNC(=O)NC2C)cc1. Reaction SMILES: [C:1]([CH2:2][CH2:3][CH2:4][CH2:5][CH2:6][CH2:7][CH2:8][CH2:9][CH2:10][CH2:11][CH2:12][CH2:13][CH3:14])(=[O:15])[Cl:16].[CH3:32][N:33]([c:34]1[cH:35][cH:36][cH:37][cH:38][cH:39]1)[CH3:40].[CH3:41][N:42]([CH3:43])[CH:44]=[O:45].[NH2:17][c:18]1[cH:19][cH:20][c:21]([C:24]2=[N:29][NH:28][C:27](=[O:30])[NH:26][CH:25]2[CH3:31])[cH:22][cH:23]1>>[C:1]([CH2:2][CH2:3][CH2:4][CH2:5][CH2:6][CH2:7][CH2:8][CH2:9][CH2:10][CH2:11][CH2:12][CH2:13][CH3:14])(=[O:15])[NH:17][c:18]1[cH:19][cH:20][c:21]([C:24]2=[N:29][NH:28][C:27](=[O:30])[NH:26][CH:25]2[CH3:31])[cH:22][cH:23]1. Reactants: COC(=O)[C@H]1[C@@H](N(C(O1)C1=C(C=C(C=C1)OC)OC)C(=O)NC(C)(C)C)C1=CC=CC=C1 ((4S,5R)-N-(t-butylaminocarbonyl)2-(2,4-dimethoxyphenyl)-4-phenyl-5-oxazolidinecarboxylic acid methyl ester), C([O-])([O-])=O.[K+].[K+] (potassium carbonate). Run in O (water), CO (methanol). The product is [K+].C(C)(C)(C)NC(=O)N1C(O[C@H]([C@@H]1C1=CC=CC=C1)C(=O)[O-])C1=C(C=C(C=C1)OC)OC ((4S,5R)-N-(t-butylaminocarbonyl)-2-(2,4-dimethoxyphenyl)-4-phenyl-5-oxazolidinecarboxylic acid potassium salt). As a reaction SMILES: C[O:2][C:3]([C@@H:5]1[O:9][CH:8]([C:10]2[CH:15]=[CH:14][C:13]([O:16][CH3:17])=[CH:12][C:11]=2[O:18][CH3:19])[N:7]([C:20]([NH:22][C:23]([CH3:26])([CH3:25])[CH3:24])=[O:21])[C@H:6]1[C:27]1[CH:32]=[CH:31][CH:30]=[CH:29][CH:28]=1)=[O:4].C(=O)([O-])[O-].[K+:37].[K+]>CO.O>[K+:37].[C:23]([NH:22][C:20]([N:7]1[C@@H:6]([C:27]2[CH:28]=[CH:29][CH:30]=[CH:31][CH:32]=2)[C@H:5]([C:3]([O-:4])=[O:2])[O:9][CH:8]1[C:10]1[CH:15]=[CH:14][C:13]([O:16][CH3:17])=[CH:12][C:11]=1[O:18][CH3:19])=[O:21])([CH3:26])([CH3:25])[CH3:24] |f:1.2.3,6.7|. Procedure: (4S,5R)-N-(t-butylaminocarbonyl)-2-(2,4-dimethoxyphenyl)-4-phenyl-5-oxazolidinecarboxylic acid methyl ester (Example No. 22, 28a, 6.27 g, 14.2 mM) is stirred at room temperature under nitrogen in methanol (50 mL). To this is added a solution of potassium carbonate (2.50 g, 18.1 mM) in water (6 mL). After 6 hours the reaction is evaporated under reduced pressure to remove the methanol and the residue freeze dried. There is obtained a quantitative yield of (4S,5R)-N-Boc-2-(2,4-dimethoxyphenyl)-4-p... Starting materials: BrC=1C=NC=C(C1)N1C(C2=C(N3CCC[C@H]3C1)N=C(N=C2)NCC)=O ((S)-5-(3-Bromopyridin-5-yl)-9-ethylamino-1,2,3,3a,4,5-hexahydro-5,8,10,10b-tetraazabenzo[e]azulen-6-one), C(C)(=O)OCC (ethyl acetate), N1=CC=C(C=C1)B(O)O (4-pyridineboronic acid), C([O-])([O-])=O.[Na+].[Na+] (sodium carbonate). Reagents/catalysts: C1=CC=C(C=C1)P(C2=CC=CC=C2)[C]3[CH][CH][CH][CH]3.C1=CC=C(C=C1)P(C2=CC=CC=C2)[C]3[CH][CH][CH][CH]3.Cl[Pd]Cl.[Fe] ([1,1-bis(diphenylphosphino)ferrocene]dichloropalladium(II)). Solvent: O1CCOCC1.O (1,4-dioxane water), 4/1. Reaction conditions: temperature 80 celsius, time 2 hour. The product is C(C)NC=1N=CC2=C(N3CCC[C@H]3CN(C2=O)C=2C=C(C=NC2)C2=CC=NC=C2)N1 ((S)-9-Ethylamino-5-[3-(pyridin-4-yl)pyridin-5-yl]-1,2,3,3a,4,5-hexahydro-5,8,10,10b-tetraazabenzo[e]azulen-6-one). Yield: 57.9%. RXN SMILES: Br[C:2]1[CH:3]=[N:4][CH:5]=[C:6]([N:8]2[CH2:17][C@H:16]3[N:12]([CH2:13][CH2:14][CH2:15]3)[C:11]3[N:18]=[C:19]([NH:22][CH2:23][CH3:24])[N:20]=[CH:21][C:10]=3[C:9]2=[O:25])[CH:7]=1.[N:26]1[CH:31]=[CH:30][C:29](B(O)O)=[CH:28][CH:27]=1.C(=O)([O-])[O-].[Na+].[Na+].C(OCC)(=O)C>O1CCOCC1.O.C1C=CC(P([C]2[CH][CH][CH][CH]2)C2C=CC=CC=2)=CC=1.C1C=CC(P([C]2[CH][CH][CH][CH]2)C2C=CC=CC=2)=CC=1.Cl[Pd]Cl.[Fe]>[CH2:23]([NH:22][C:19]1[N:20]=[CH:21][C:10]2[C:9](=[O:25])[N:8]([C:6]3[CH:7]=[C:2]([C:29]4[CH:30]=[CH:31][N:26]=[CH:27][CH:28]=4)[CH:3]=[N:4][CH:5]=3)[CH2:17][C@H:16]3[N:12]([CH2:13][CH2:14][CH2:15]3)[C:11]=2[N:18]=1)[CH3:24] |f:2.3.4,6.7,8.9.10.11,^1:58,59,60,61,62,76,77,78,79,80|. Procedure: Compound 21 (80.0 mg, 0.198 mmol) obtained in Example 21 was dissolved in 1,4-dioxane/water=4/1 (5 mL), and the mixture was stirred at 80° C. for 2 hours after adding 4-pyridineboronic acid (73.0 mg, 0.595 mmol), [1,1-bis(diphenylphosphino)ferrocene]dichloropalladium(II) (PdCl2(dppf); 16.0 mg, 0.0198 mmol), and sodium carbonate (63.0 mg, 0.595 mmol). The reaction mixture was diluted by addition of ethyl acetate. Then, the organic layer was washed with water and saturated brine, and dried over an... Starting materials: C1(=C(C(=C(C(=C1F)F)F)N)F)N.Cl.Cl (dihydrochloride), Cl (HCl), N1C(=NC=C1)C1=CC=C(C=C1)C=1C=NN2C1N=C(C=C2)N2C(N(C[C@@H]2C(C)C)CC2CCNCC2)=O ((S)-3-(3-(4-(1H-Imidazol-2-yl)phenyl)pyrazolo[1,5-a]pyrimidin-5-yl)-4-isopropyl-1-(piperidin-4-ylmethyl)imidazolidin-2-one), C=O (formaldehyde), [BH3-]C#N.[Na+] (NaBH3CN). Solvent: O1CCOCC1 (dioxane), ClCCl (dichloromethane), CC#N (MeCN). Reaction conditions: time 1 hour. Yields the product Cl.Cl.N1C(=NC=C1)C1=CC=C(C=C1)C=1C=NN2C1N=C(C=C2)N2C(N(C[C@@H]2C(C)C)CC2CCN(CC2)C)=O ((S)-3-(3-(4-(1H-imidazol-2-yl)phenyl)pyrazolo[1,5-a]pyrimidin-5-yl)-4-isopropyl-1-((1-methypiperidin-4-yl)methyl)imidazolidin-2-one dihydrochloride). Reaction SMILES: [NH:1]1[CH:5]=[CH:4][N:3]=[C:2]1[C:6]1[CH:11]=[CH:10][C:9]([C:12]2[CH:13]=[N:14][N:15]3[CH:20]=[CH:19][C:18]([N:21]4[C@@H:25]([CH:26]([CH3:28])[CH3:27])[CH2:24][N:23]([CH2:29][CH:30]5[CH2:35][CH2:34][NH:33][CH2:32][CH2:31]5)[C:22]4=[O:36])=[N:17][C:16]=23)=[CH:8][CH:7]=1.C=O.[BH3-][C:40]#N.[Na+].C1(N)C(F)=C(F)C(F)=C(N)C=1F.[ClH:55].Cl.Cl>CC#N.ClCCl.O1CCOCC1>[ClH:55].[ClH:55].[NH:3]1[CH:4]=[CH:5][N:1]=[C:2]1[C:6]1[CH:11]=[CH:10][C:9]([C:12]2[CH:13]=[N:14][N:15]3[CH:20]=[CH:19][C:18]([N:21]4[C@@H:25]([CH:26]([CH3:28])[CH3:27])[CH2:24][N:23]([CH2:29][CH:30]5[CH2:35][CH2:34][N:33]([CH3:40])[CH2:32][CH2:31]5)[C:22]4=[O:36])=[N:17][C:16]=23)=[CH:8][CH:7]=1 |f:2.3,4.5.6,11.12.13|. Procedure: To a stirred solution of (S)-3-(3-(4-(1H-imidazol-2-yl)phenyl)pyrazolo[1,5-a]pyrimidin-5-yl)-4-isopropyl-1-(piperidin-4-ylmethyl)imidazolidin-2-one (Example 21; 2.1 mg, 0.0043 mmol) and formaldehyde (37% aqueous solution, 0.003 mL, 0.04 mmol) in MeCN (0.5 mL) was added NaBH3CN (0.8 mg, 0.42 mmol), and the reaction mixture was stirred at ambient temperature for 1 hour. The reaction mixture was diluted with dichloromethane, washed with saturated aqueous NaHCO3 solution and brine, dried and concent... Reactants: CCCCCCCCc1ccc(CN(NC(=O)OC(C)(C)C)C(=O)NCC(=O)OCC)cc1, CCCCCCCCc1ccc(N(C)C(=O)OC(C)(C)C)cc1. The product is CCCCCCCCc1ccc(CN(N)C(=O)NCC(=O)OCC)cc1. As a reaction SMILES: [CH2:1]([CH3:2])[O:3][C:4]([CH2:5][NH:6][C:7](=[O:8])[N:9]([NH:10][C:11]([O:12][C:13]([CH3:14])([CH3:15])[CH3:16])=[O:17])[CH2:18][c:19]1[cH:20][cH:21][c:22]([CH2:25][CH2:26][CH2:27][CH2:28][CH2:29][CH2:30][CH2:31][CH3:32])[cH:23][cH:24]1)=[O:33].[CH2:34]([c:35]1[cH:36][cH:37][c:38]([N:39]([CH3:40])[C:41](=[O:42])[O:43][C:44]([CH3:45])([CH3:46])[CH3:47])[cH:48][cH:49]1)[CH2:50][CH2:51][CH2:52][CH2:53][CH2:54][CH2:55][CH3:56]>>[CH2:1]([CH3:2])[O:3][C:4]([CH2:5][NH:6][C:7](=[O:8])[N:9]([NH2:10])[CH2:18][c:19]1[cH:20][cH:21][c:22]([CH2:25][CH2:26][CH2:27][CH2:28][CH2:29][CH2:30][CH2:31][CH3:32])[cH:23][cH:24]1)=[O:33]. Reactants: ClC=1C=C(C=CC1OC(C(F)(F)Br)(F)F)[N+](=O)[O-] (3-chloro-4-(2-bromo-1,1,2,2-tetrafluoroethoxy)nitrobenzene), CS(=O)C (dimethyl sulfoxide). The reagents and catalysts are [Cu] (copper). Run in O (water). Conditions: time 6.5 hour. The product is FC1(OC2=C(C1(F)F)C=C(C=C2)[N+](=O)[O-])F (2,2,3,3-tetrafluoro-2,3-dihydro-5-nitrobenzofuran). Reaction SMILES: Cl[C:2]1[CH:3]=[C:4]([N+:16]([O-:18])=[O:17])[CH:5]=[CH:6][C:7]=1[O:8][C:9]([F:15])([F:14])[C:10](Br)([F:12])[F:11].CS(C)=O>[Cu].O>[F:14][C:9]1([F:15])[C:10]([F:12])([F:11])[C:2]2[CH:3]=[C:4]([N+:16]([O-:18])=[O:17])[CH:5]=[CH:6][C:7]=2[O:8]1. Procedure: Into a pressure bottle were placed 3.0 g (0.0085 mole) 3-chloro-4-(2-bromo-1,1,2,2-tetrafluoroethoxy)nitrobenzene, 2.7 g (0.043 mole) copper powder (200 mesh), and 40 ml of dimethyl sulfoxide. The pressure bottle was sealed, and the reaction mixture stirred at 190°-195° C. for 6.5 hours. The pressure bottle was cooled to room temperature, opened, and the contents poured into a separatory funnel. Approximately 200 ml of water was added to the separatory funnel, and the mixture was extracted with ... Reactants: COC1=C(C=CC(=C1)OC)N1CCNCC1 (1-(2,4-dimethoxy-phenyl)-piperazine), FC(CNC(=O)C1(C2=CC=CC=C2C=2C=CC=CC12)CCCCBr)(F)F (9-(4-bromo-butyl)-9H-fluorene-9-carboxylic acid-(2,2,2-trifluoroethyl)-amide). Yields the product FC(CNC(=O)C1(C2=CC=CC=C2C=2C=CC=CC12)CCCCN1CCN(CC1)C1=C(C=C(C=C1)OC)OC)(F)F (9-{4-[4-(2,4-Dimethoxy-phenyl)-piperazin-1-yl]-butyl}-9H-fluorene-9-carboxylic acid-(2,2,2-trifluoroethyl)-amide). RXN SMILES: [CH3:1][O:2][C:3]1[CH:8]=[C:7]([O:9][CH3:10])[CH:6]=[CH:5][C:4]=1[N:11]1[CH2:16][CH2:15][NH:14][CH2:13][CH2:12]1.[F:17][C:18]([F:42])([F:41])[CH2:19][NH:20][C:21]([C:23]1([CH2:36][CH2:37][CH2:38][CH2:39]Br)[C:35]2[CH:34]=[CH:33][CH:32]=[CH:31][C:30]=2[C:29]2[C:24]1=[CH:25][CH:26]=[CH:27][CH:28]=2)=[O:22]>>[F:17][C:18]([F:41])([F:42])[CH2:19][NH:20][C:21]([C:23]1([CH2:36][CH2:37][CH2:38][CH2:39][N:14]2[CH2:13][CH2:12][N:11]([C:4]3[CH:5]=[CH:6][C:7]([O:9][CH3:10])=[CH:8][C:3]=3[O:2][CH3:1])[CH2:16][CH2:15]2)[C:35]2[CH:34]=[CH:33][CH:32]=[CH:31][C:30]=2[C:29]2[C:24]1=[CH:25][CH:26]=[CH:27][CH:28]=2)=[O:22]. Procedure details: Prepared analogously to Example 2 b from 1-(2,4-dimethoxy-phenyl)-piperazine and 9-(4-bromo-butyl)-9H-fluorene-9-carboxylic acid-(2,2,2-trifluoroethyl)-amide. Procedure details: 4-{[t-butyl(diphenyl)silyl]oxy}-2-chlorobenzaldehyde (11.00 g, 28 mmol) was dissolved in CHCl3 (150 ml). In one portion m-chloroperbenzoic acid (MCPBA) (7.21 g, 41.8 mmol) was added and the solution heated to reflux for 72 h. The solution was diluted with CH2Cl2, washed with sat. NaHSO3, sat. NaHCO3, brine and dried (MgSO4). The solvent was removed to provide 9.42 g of the title compound. Yields the product C(=O)OC1=C(C=C(C=C1)O[Si](C1=CC=CC=C1)(C1=CC=CC=C1)C(C)(C)C)Cl (4-{[t-Butyl(diphenyl)silyl]oxy}-2-chlorophenyl Formate). The solvent is C(Cl)(Cl)Cl (CHCl3), C(Cl)Cl (CH2Cl2). The reactants are [Si](C1=CC=CC=C1)(C1=CC=CC=C1)(C(C)(C)C)OC1=CC(=C(C=O)C=C1)Cl (4-{[t-butyl(diphenyl)silyl]oxy}-2-chlorobenzaldehyde), ClC1=CC(=CC=C1)C(=O)OO (m-chloroperbenzoic acid). Reaction SMILES: [Si:1]([O:18][C:19]1[CH:26]=[CH:25][C:22](C=O)=[C:21]([Cl:27])[CH:20]=1)([C:14]([CH3:17])([CH3:16])[CH3:15])([C:8]1[CH:13]=[CH:12][CH:11]=[CH:10][CH:9]=1)[C:2]1[CH:7]=[CH:6][CH:5]=[CH:4][CH:3]=1.ClC1C=CC=C([C:35]([O:37]O)=[O:36])C=1>C(Cl)(Cl)Cl.C(Cl)Cl>[CH:35]([O:37][C:22]1[CH:25]=[CH:26][C:19]([O:18][Si:1]([C:14]([CH3:17])([CH3:15])[CH3:16])([C:2]2[CH:7]=[CH:6][CH:5]=[CH:4][CH:3]=2)[C:8]2[CH:13]=[CH:12][CH:11]=[CH:10][CH:9]=2)=[CH:20][C:21]=1[Cl:27])=[O:36]. The yield is 81.9%. The reactants are O=c1c2ccccc2c2nc3ccccn3c2n1-c1ccc(Br)nc1, CC(C)(C)OC(=O)CC#N, [H-], [Na+], c1ccncc1. Product: CC(C)(C)OC(=O)C(C#N)c1ccc(-n2c(=O)c3ccccc3c3nc4ccccn4c32)cn1. RXN SMILES: [Br:13][c:14]1[cH:15][cH:16][c:17](-[n:20]2[c:21](=[O:37])[c:22]3[cH:23][cH:24][cH:25][cH:26][c:27]3[c:28]3[c:29]2[n:30]2[c:31]([n:32]3)[cH:33][cH:34][cH:35][cH:36]2)[cH:18][n:19]1.[C:3](#[N:4])[CH2:5][C:6](=[O:7])[O:8][C:9]([CH3:10])([CH3:11])[CH3:12].[H-:1].[Na+:2].[cH:38]1[cH:39][cH:40][n:41][cH:42][cH:43]1>>[C:3](#[N:4])[CH:5]([C:6](=[O:7])[O:8][C:9]([CH3:10])([CH3:11])[CH3:12])[c:14]1[cH:15][cH:16][c:17](-[n:20]2[c:21](=[O:37])[c:22]3[cH:23][cH:24][cH:25][cH:26][c:27]3[c:28]3[c:29]2[n:30]2[c:31]([n:32]3)[cH:33][cH:34][cH:35][cH:36]2)[cH:18][n:19]1.